Dataset: the Open Reaction Database (ORD), a public repository of structured organic reaction records. Task: describe an organic reaction: reactants, conditions, products, and yield Reactants: CC(=O)[O-], CCO, [NH4+], O=C(O)CC(=O)O, O=Cc1cnc2ccccc2c1. Product: NC(CC(=O)O)c1cnc2ccccc2c1. Reaction SMILES: [CH3:21][C:22](=[O:23])[O-:24].[CH3:25][CH2:26][OH:27].[NH4+:20].[OH:13][C:14](=[O:15])[CH2:16][C:17](=[O:18])[OH:19].[n:1]1[cH:2][c:3]([CH:11]=[O:12])[cH:4][c:5]2[cH:6][cH:7][cH:8][cH:9][c:10]12>>[n:1]1[cH:2][c:3]([CH:11]([CH2:16][C:14]([OH:13])=[O:15])[NH2:20])[cH:4][c:5]2[cH:6][cH:7][cH:8][cH:9][c:10]12. Starting materials: C(C)C(C#CCOS(=O)(=O)C1=CC=C(C=C1)C)(CC)OC1OCCCC1 (4-Ethyl-4-(tetrahydro-4H-pyran-2-yloxy)-1-(4 -toluensulfonyloxy)hex-2-yne), [Br-].[Na+] (sodium bromide), CCOCC (Ether). Run in CCOCC.CCCCC (ether pentane), CN(C)C=O (DMF). Conditions: time 4 hour. Yields the product BrCC#CC(CC)(OC1OCCCC1)CC (1-Bromo-4-ethyl-4-(tetrahydro-4H-pyran-2-yloxy)hex-2-yne). Isolated yield 73.3%. Reaction SMILES: [CH2:1]([C:3]([O:20][CH:21]1[CH2:26][CH2:25][CH2:24][CH2:23][O:22]1)([CH2:18][CH3:19])[C:4]#[C:5][CH2:6]OS(C1C=CC(C)=CC=1)(=O)=O)[CH3:2].[Br-:27].[Na+].CCOCC>CN(C=O)C.CCOCC.CCCCC>[Br:27][CH2:6][C:5]#[C:4][C:3]([CH2:18][CH3:19])([O:20][CH:21]1[CH2:26][CH2:25][CH2:24][CH2:23][O:22]1)[CH2:1][CH3:2] |f:1.2,5.6|. Procedure: A mixture of Compound 402 (7.0 g) and sodium bromide (7.0 g) in DMF (50 ml) was stirred at r.t. for 4 h. Ether (300 ml) was added and the mixture was worked up with chromatography with ether/pentane 1:1 (v/v) as eluent to give the title compound (3.9 g). 1H NMR: 0.96 (t, 3H), 0.96 (t, 3H) 1.45-1.90 (m, 10E), 3.51 (m, 1H), 3.95 (m, 1H), 3.98 (s, 2H), 5.00 (m, 1H). Reactants: BrCc1ccccc1, CC(C)=O, CCOC(C)=O, [K+], [K+], O=C([O-])[O-], O=C1CCOc2ccc(O)cc21. The product is O=C1CCOc2ccc(OCc3ccccc3)cc21. As a reaction SMILES: [Br:13][CH2:14][c:15]1[cH:16][cH:17][cH:18][cH:19][cH:20]1.[CH3:27][C:28](=[O:29])[CH3:30].[CH3:31][CH2:32][O:33][C:34]([CH3:35])=[O:36].[K+:21].[K+:22].[O-:23][C:24]([O-:25])=[O:26].[OH:1][c:2]1[cH:3][c:4]2[c:9]([cH:10][cH:11]1)[O:8][CH2:7][CH2:6][C:5]2=[O:12]>>[O:1]([c:2]1[cH:3][c:4]2[c:9]([cH:10][cH:11]1)[O:8][CH2:7][CH2:6][C:5]2=[O:12])[CH2:14][c:15]1[cH:16][cH:17][cH:18][cH:19][cH:20]1.